Dataset: the Open Reaction Database (ORD), a public repository of structured organic reaction records. Task: describe an organic reaction: reactants, conditions, products, and yield The reactants are CCCOCCOc1ccc(Oc2ccc3c(c2)C=C(C(=O)OC)CCS3(=O)=O)cc1, C1CCOC1, [Na+], [OH-]. Product: CCCOCCOc1ccc(Oc2ccc3c(c2)C=C(C(=O)O)CCS3(=O)=O)cc1. RXN SMILES: [CH2:1]([CH2:2][CH3:3])[O:4][CH2:5][CH2:6][O:7][c:8]1[cH:9][cH:10][c:11]([O:12][c:13]2[cH:14][cH:15][c:16]3[c:17]([cH:29]2)[CH:18]=[C:19]([C:25](=[O:26])[O:27][CH3:28])[CH2:20][CH2:21][S:22]3(=[O:23])=[O:24])[cH:30][cH:31]1.[CH2:34]1[O:35][CH2:36][CH2:37][CH2:38]1.[Na+:33].[OH-:32]>>[CH2:1]([CH2:2][CH3:3])[O:4][CH2:5][CH2:6][O:7][c:8]1[cH:9][cH:10][c:11]([O:12][c:13]2[cH:14][cH:15][c:16]3[c:17]([cH:29]2)[CH:18]=[C:19]([C:25](=[O:26])[OH:27])[CH2:20][CH2:21][S:22]3(=[O:23])=[O:24])[cH:30][cH:31]1.